From a dataset of the Open Reaction Database (ORD), a public repository of structured organic reaction records. describe an organic reaction: reactants, conditions, products, and yield Reactants: hydrochloride salt, N=C1N(CCC1)C (2-imino-1-methylpyrrolidine), COC=1C=C(C=CC1)N=C=O (m-methoxyphenylisocyanate). Yields the product COC=1C=C(C=CC1)NC(=O)N=C1N(CCC1)C (1-m-methoxyphenyl-3-(1-methyl-2-pyrrolidylidene)urea). Reaction SMILES: [NH:1]=[C:2]1[CH2:6][CH2:5][CH2:4][N:3]1[CH3:7].[CH3:8][O:9][C:10]1[CH:11]=[C:12]([N:16]=[C:17]=[O:18])[CH:13]=[CH:14][CH:15]=1>>[CH3:8][O:9][C:10]1[CH:11]=[C:12]([NH:16][C:17]([N:1]=[C:2]2[CH2:6][CH2:5][CH2:4][N:3]2[CH3:7])=[O:18])[CH:13]=[CH:14][CH:15]=1. Reported procedure: Conversion of the hydrochloride salt of 2-imino-1-methylpyrrolidine (6.73 g.; 0.05 mole) to the free base (4.9 g. assuming 100% conversion) is carried out in the usual manner. After drying over K2CO3, the benzene layer is stirred at room temperature and 7.45 g. (0.05 mole) of m-methoxyphenylisocyanate is added. The reaction mixture is stirred overnight and then taken to dryness in vacuo to give a white solid residue of 1-m-methoxyphenyl-3-(1-methyl-2-pyrrolidylidene)urea, m.p. = 123°-125° C. Rec... Reactants: C1CCNCC1, CS(=O)(=O)c1ccc(CCOc2ccc(C=O)cc2)cc1, CC(=O)O, Cc1ccccc1, O, O=C1CSC(=O)N1. The product is CS(=O)(=O)c1ccc(CCOc2ccc(C=C3SC(=O)NC3=O)cc2)cc1. RXN SMILES: [CH2:29]1[CH2:30][CH2:31][NH:32][CH2:33][CH2:34]1.[CH3:1][S:2](=[O:3])(=[O:4])[c:5]1[cH:6][cH:7][c:8]([CH2:11][CH2:12][O:13][c:14]2[cH:15][cH:16][c:17]([CH:20]=[O:21])[cH:18][cH:19]2)[cH:9][cH:10]1.[CH3:35][C:36](=[O:37])[OH:38].[CH3:40][c:41]1[cH:42][cH:43][cH:44][cH:45][cH:46]1.[OH2:39].[S:22]1[C:23](=[O:28])[NH:24][C:25](=[O:27])[CH2:26]1>>[CH3:1][S:2](=[O:3])(=[O:4])[c:5]1[cH:6][cH:7][c:8]([CH2:11][CH2:12][O:13][c:14]2[cH:15][cH:16][c:17]([CH:20]=[C:26]3[S:22][C:23](=[O:28])[NH:24][C:25]3=[O:27])[cH:18][cH:19]2)[cH:9][cH:10]1. Starting materials: COC=1C=C2CC(NCC2=CC1OC)C(=O)OC (1,2,3,4-tetrahydro-6,7-dimethoxy-3-isoquinolinecarboxylic acid, methyl ester), ClC=1C(C(=C(C(C1Cl)=O)C#N)C#N)=O (2,3-dichloro-5,6-dicyano-1,4-benzoquinone). Run in O1CCCC1 (tetrahydrofuran). Yields the product COC=1C=C2C=C(N=CC2=CC1OC)C(=O)OC (6,7-Dimethoxy-3-isoquinolinecarboxylic acid, methyl ester). Isolated yield 47.3%. RXN SMILES: [CH3:1][O:2][C:3]1[CH:4]=[C:5]2[C:10](=[CH:11][C:12]=1[O:13][CH3:14])[CH2:9][NH:8][CH:7]([C:15]([O:17][CH3:18])=[O:16])[CH2:6]2.ClC1C(=O)C(C#N)=C(C#N)C(=O)C=1Cl>O1CCCC1>[CH3:1][O:2][C:3]1[CH:4]=[C:5]2[C:10](=[CH:11][C:12]=1[O:13][CH3:14])[CH:9]=[N:8][C:7]([C:15]([O:17][CH3:18])=[O:16])=[CH:6]2. Reported procedure: To a solution of 1,2,3,4-tetrahydro-6,7-dimethoxy-3-isoquinolinecarboxylic acid, methyl ester (19.77 g, 78.7 mmol) in 400 ml of tetrahydrofuran, 2,3-dichloro-5,6-dicyano-1,4-benzoquinone (39.3 g, 173.1 mmol) was added. The dark solution was heated under reflux overnight. The resulting precipitate was filtered off, dissolved in 500 ml dichloromethane/water 1:1, and the pH was adjusted to 10 by means of 1N sodium hydroxide. The phases were separated, the aqueous phase extracted once with dichlorom...